This data is from the Open Reaction Database (ORD), a public repository of structured organic reaction records. The task is: describe an organic reaction: reactants, conditions, products, and yield Reactants: O=C([O-])O, OC1(CCCCCOCc2ccccc2)CC2CC3(CC2C1)OCCO3, [Na+], OCCO, Cc1ccc(S(=O)(=O)O)cc1, c1ccccc1. Yields the product C1=C(CCCCCOCc2ccccc2)CC2CC3(CC12)OCCO3. Reaction SMILES: [C:42](=[O:43])([OH:44])[O-:45].[CH2:16]([c:17]1[cH:18][cH:19][cH:20][cH:21][cH:22]1)[O:23][CH2:24][CH2:25][CH2:26][CH2:27][CH2:28][C:29]1([OH:41])[CH2:30][CH:31]2[CH2:32][C:33]3([CH2:34][CH:35]2[CH2:36]1)[O:37][CH2:38][CH2:39][O:40]3.[Na+:46].[OH:1][CH2:2][CH2:3][OH:4].[c:5]1([CH3:6])[cH:7][cH:8][c:9]([S:10]([OH:11])(=[O:12])=[O:13])[cH:14][cH:15]1.[cH:47]1[cH:48][cH:49][cH:50][cH:51][cH:52]1>>[CH2:16]([c:17]1[cH:18][cH:19][cH:20][cH:21][cH:22]1)[O:23][CH2:24][CH2:25][CH2:26][CH2:27][CH2:28][C:29]1=[CH:30][CH:31]2[CH2:32][C:33]3([CH2:34][CH:35]2[CH2:36]1)[O:37][CH2:38][CH2:39][O:40]3. Reactants: CC1=C(N=C(O1)C1=CC=CC=C1)COC1=CC=C(CN2C=C(C(=C2)C2=CC=CC=C2)CCC(=O)OCC)C=C1 (ethyl 3-[1-[4-(5-methyl-2-phenyl-4-oxazolylmethoxy)benzyl]-4-phenyl-3-pyrrolyl]propionate), O.[OH-].[Li+] (lithium hydroxide monohydrate), O1CCCC1 (tetrahydrofuran), Cl (hydrochloric acid). The solvent is O (water), C(C)O (ethanol). Run at time 2 hour. Product: CC1=C(N=C(O1)C1=CC=CC=C1)COC1=CC=C(CN2C=C(C(=C2)C2=CC=CC=C2)CCC(=O)O)C=C1 (3-[1-[4-(5-methyl-2-phenyl-4-oxazolylmethoxy)benzyl]-4-phenyl-3-pyrrolyl]propionic acid). The yield is 89.8%. Reaction SMILES: [CH3:1][C:2]1[O:6][C:5]([C:7]2[CH:12]=[CH:11][CH:10]=[CH:9][CH:8]=2)=[N:4][C:3]=1[CH2:13][O:14][C:15]1[CH:39]=[CH:38][C:18]([CH2:19][N:20]2[CH:24]=[C:23]([C:25]3[CH:30]=[CH:29][CH:28]=[CH:27][CH:26]=3)[C:22]([CH2:31][CH2:32][C:33]([O:35]CC)=[O:34])=[CH:21]2)=[CH:17][CH:16]=1.O.[OH-].[Li+].O1CCCC1.Cl>O.C(O)C>[CH3:1][C:2]1[O:6][C:5]([C:7]2[CH:12]=[CH:11][CH:10]=[CH:9][CH:8]=2)=[N:4][C:3]=1[CH2:13][O:14][C:15]1[CH:39]=[CH:38][C:18]([CH2:19][N:20]2[CH:24]=[C:23]([C:25]3[CH:26]=[CH:27][CH:28]=[CH:29][CH:30]=3)[C:22]([CH2:31][CH2:32][C:33]([OH:35])=[O:34])=[CH:21]2)=[CH:17][CH:16]=1 |f:1.2.3|. Reported procedure: A mixture of ethyl 3-[1-[4-(5-methyl-2-phenyl-4-oxazolylmethoxy)benzyl]-4-phenyl-3-pyrrolyl]propionate (531 mg), lithium hydroxide monohydrate (128 mg), tetrahydrofuran (6 ml), ethanol (4 ml) and water (4 ml) was stirred at room temperature for 2 hours and acidified by adding 1N hydrochloric acid, which was extracted with ethyl acetate. The ethyl acetate layer was washed with saturated aqueous sodium chloride solution, dried (MgSO4), and then concentrated. The colorless crystals obtained were co... The reactants are C1CCC2=CC(=CC=C12)O (5-indanol), C(Cl)C1CO1 (epichlorohydrin). Product: C1CCC2=CC(=CC=C12)OCC1OC1 (2-(Indan-5-yl-oxymethyl)-oxirane). As a reaction SMILES: [CH2:1]1[C:9]2[C:4](=[CH:5][C:6]([OH:10])=[CH:7][CH:8]=2)[CH2:3][CH2:2]1.[CH2:11]([CH:13]1[O:15][CH2:14]1)Cl>>[CH2:1]1[C:9]2[C:4](=[CH:5][C:6]([O:10][CH2:11][CH:13]3[CH2:14][O:15]3)=[CH:7][CH:8]=2)[CH2:3][CH2:2]1. Procedure details: The title compound was prepared from 5-indanol and epichlorohydrin employing the procedures as set forth in Step 1 of Example 2. Reactants: BrC1=C(C=C(C=C1OC)C=1N=COC1)OC (4-(4-bromo-3,5-dimethoxyphenyl)oxazole), [Li+].CC(C)[N-]C(C)C (LDA), CON(C(C(C1=CC=C(C=C1)N1CCOCC1)OC)=O)C (N,2-dimethoxy-N-methyl-2-(4-morpholinophenyl)acetamide). Solvent: C1CCOC1 (THF), C1CCOC1 (THF). Reaction conditions: temperature -15 celsius, time 50 minute. Product: BrC1=C(C=C(C=C1OC)C=1N=C(OC1)C(C(C1=CC=C(C=C1)N1CCOCC1)OC)=O)OC (1-(4-(4-bromo-3,5-dimethoxyphenyl)oxazol-2-yl)-2-methoxy-2-(4-morpholinophenyl)-ethanone). Yield: 33.5%. As a reaction SMILES: [Br:1][C:2]1[C:7]([O:8][CH3:9])=[CH:6][C:5]([C:10]2[N:11]=[CH:12][O:13][CH:14]=2)=[CH:4][C:3]=1[O:15][CH3:16].[Li+].CC([N-]C(C)C)C.CON(C)[C:28](=[O:44])[CH:29]([O:42][CH3:43])[C:30]1[CH:35]=[CH:34][C:33]([N:36]2[CH2:41][CH2:40][O:39][CH2:38][CH2:37]2)=[CH:32][CH:31]=1>C1COCC1>[Br:1][C:2]1[C:7]([O:8][CH3:9])=[CH:6][C:5]([C:10]2[N:11]=[C:12]([C:28](=[O:44])[CH:29]([O:42][CH3:43])[C:30]3[CH:31]=[CH:32][C:33]([N:36]4[CH2:37][CH2:38][O:39][CH2:40][CH2:41]4)=[CH:34][CH:35]=3)[O:13][CH:14]=2)=[CH:4][C:3]=1[O:15][CH3:16] |f:1.2|. Procedure: To a −20° C. solution of 4-(4-bromo-3,5-dimethoxyphenyl)oxazole (0.158 g, 0.56 mmol) in anhydrous THF (2 mL) in an oven-dried flask under argon was added a solution of LDA (2.0 M in THF/heptane/ethylbenzene; 0.37 mL, 0.74 mmol) dropwise. The mixture was stirred at −20 to −10° C. for 50 min then cooled to −20° C. A solution of N,2-dimethoxy-N-methyl-2-(4-morpholinophenyl)acetamide (0.245 g, 0.83 mmol) in anhydrous THF (3 mL) was added then the mixture was allowed to slowly warm to room temperatur... The reactants are O=C([O-])[O-], CB1OB(C)OB(C)O1, CC(C)OC(=O)N1CCC(ON=C2CCN(c3nc(Cl)c(CO)cc3F)CC2)CC1, [K+], [K+], C1COCCO1. The product is Cc1nc(N2CCC(=NOC3CCN(C(=O)OC(C)C)CC3)CC2)c(F)cc1CO. As a reaction SMILES: [C:40](=[O:41])([O-:42])[O-:43].[CH3:31][B:32]1[O:33][B:34]([CH3:35])[O:36][B:37]([CH3:38])[O:39]1.[CH:1]([CH3:2])([CH3:3])[O:4][C:5](=[O:6])[N:7]1[CH2:8][CH2:9][CH:10]([O:13][N:14]=[C:15]2[CH2:16][CH2:17][N:18]([c:21]3[n:22][c:23]([Cl:30])[c:24]([CH2:28][OH:29])[cH:25][c:26]3[F:27])[CH2:19][CH2:20]2)[CH2:11][CH2:12]1.[K+:44].[K+:45].[O:46]1[CH2:47][CH2:48][O:49][CH2:50][CH2:51]1>>[CH:1]([CH3:2])([CH3:3])[O:4][C:5](=[O:6])[N:7]1[CH2:8][CH2:9][CH:10]([O:13][N:14]=[C:15]2[CH2:16][CH2:17][N:18]([c:21]3[n:22][c:23]([CH3:31])[c:24]([CH2:28][OH:29])[cH:25][c:26]3[F:27])[CH2:19][CH2:20]2)[CH2:11][CH2:12]1.